describe an organic reaction: reactants, conditions, products, and yield From a dataset of the Open Reaction Database (ORD), a public repository of structured organic reaction records. Reactants: [N+](=O)([O-])C1=CC=C(O1)C1=NN(C=C1C#N)C1=CC=CC=C1 (3-(5-nitro-2-furyl)-1-phenylpyrazole-4-carbonitrile), S(O)(O)(=O)=O (sulfuric acid), C(C)O (ethanol). Solvent: O (water). The product is [N+](=O)([O-])C1=CC=C(O1)C1=NN(C=C1C(=O)N)C1=CC=CC=C1 (3-(5-nitro-2-furyl)-1-phenylpyrazole-4-carboxamide). Isolated yield 93.0%. RXN SMILES: [N+:1]([C:4]1[O:8][C:7]([C:9]2[C:13]([C:14]#[N:15])=[CH:12][N:11]([C:16]3[CH:21]=[CH:20][CH:19]=[CH:18][CH:17]=3)[N:10]=2)=[CH:6][CH:5]=1)([O-:3])=[O:2].S(=O)(=O)(O)[OH:23].C(O)C>O>[N+:1]([C:4]1[O:8][C:7]([C:9]2[C:13]([C:14]([NH2:15])=[O:23])=[CH:12][N:11]([C:16]3[CH:17]=[CH:18][CH:19]=[CH:20][CH:21]=3)[N:10]=2)=[CH:6][CH:5]=1)([O-:3])=[O:2]. Procedure details: Add 10 g of 3-(5-nitro-2-furyl)-1-phenylpyrazole-4-carbonitrile to a mixture of 20 ml of concentrated sulfuric acid and 20 ml of ethanol. Heat the resulting reaction mixture for 1.5 hours in a water bath at 90° to 100° C. Pour the solution onto ice and water to obtain a 93% yield of 3-(5-nitro-2-furyl)-1-phenylpyrazole-4-carboxamide [m.p. 236° to 238° C (from dimethylformamide/methanol)]. Reactants: ClC(Cl)(Cl)Cl, C#CCOc1cc(NC(=O)CCl)c(F)cc1Cl, ClCCCl, c1ccc(P(c2ccccc2)c2ccccc2)cc1. Yields the product C#CCOc1cc(N=C(Cl)CCl)c(F)cc1Cl. RXN SMILES: [C:37]([Cl:38])([Cl:39])([Cl:40])[Cl:41].[Cl:1][c:2]1[cH:3][c:4]([F:17])[c:5]([NH:12][C:13]([CH2:14][Cl:15])=[O:16])[cH:6][c:7]1[O:8][CH2:9][C:10]#[CH:11].[Cl:42][CH2:43][CH2:44][Cl:45].[c:18]1([P:19]([c:20]2[cH:21][cH:22][cH:23][cH:24][cH:25]2)[c:26]2[cH:27][cH:28][cH:29][cH:30][cH:31]2)[cH:32][cH:33][cH:34][cH:35][cH:36]1>>[Cl:1][c:2]1[cH:3][c:4]([F:17])[c:5]([N:12]=[C:13]([CH2:14][Cl:15])[Cl:38])[cH:6][c:7]1[O:8][CH2:9][C:10]#[CH:11]. Reactants: ClC1=C(C(=CC=C1)F)NC=1NC2=C(N1)C=C(C1=C2CC(O1)(C)C)C(=O)O (2-[(2-chloro-6-fluorophenyl)amino]-7,7-dimethyl-7,8-dihydro-1H-furo[3,2-e]benzimidazole-5-carboxylic acid), CCN(C(C)C)C(C)C (DIPEA), S(=O)(Cl)Cl (thionyl chloride), NC1=[N+](C=C(C=C1)C(F)(F)F)[O-] (2-amino-5-(trifluoromethyl)pyridine 1-oxide). Run in C1CCOC1 (THF). The product is ClC1=C(C(=CC=C1)F)NC1=NC2=C(N1)C=1CC(OC1C(=C2)C(=O)NC2=[N+](C=C(C=C2)C(F)(F)F)[O-])(C)C (2-(2-((2-Chloro-6-fluorophenyl)amino)-7,7-dimethyl-7,8-dihydro-1H-benzofuro[4,5-d]imidazole-5-carboxamido)-5-(trifluoromethyl)pyridine 1-oxide). Isolated yield 35.0%. RXN SMILES: [Cl:1][C:2]1[CH:7]=[CH:6][CH:5]=[C:4]([F:8])[C:3]=1[NH:9][C:10]1[NH:11][C:12]2[C:18]3[CH2:19][C:20]([CH3:23])([CH3:22])[O:21][C:17]=3[C:16]([C:24](O)=[O:25])=[CH:15][C:13]=2[N:14]=1.S(Cl)(Cl)=O.[NH2:31][C:32]1[CH:37]=[CH:36][C:35]([C:38]([F:41])([F:40])[F:39])=[CH:34][N+:33]=1[O-:42].CCN(C(C)C)C(C)C>C1COCC1>[Cl:1][C:2]1[CH:7]=[CH:6][CH:5]=[C:4]([F:8])[C:3]=1[NH:9][C:10]1[NH:11][C:12]2[C:18]3[CH2:19][C:20]([CH3:22])([CH3:23])[O:21][C:17]=3[C:16]([C:24]([NH:31][C:32]3[CH:37]=[CH:36][C:35]([C:38]([F:39])([F:41])[F:40])=[CH:34][N+:33]=3[O-:42])=[O:25])=[CH:15][C:13]=2[N:14]=1. Procedure details: The title compound was prepared following the procedure described for Example-108 using 2-[(2-chloro-6-fluorophenyl)amino]-7,7-dimethyl-7,8-dihydro-1H-furo[3,2-e]benzimidazole-5-carboxylic acid (Intermediate-15, 0.150 g, 0.400 mmol), thionyl chloride (2.0 mL), 2-amino-5-(trifluoromethyl)pyridine 1-oxide (Intermediate-41, 0.096 g, 0.600 mmol), THF (5.0 mL) and DIPEA (3 mL). The obtained crude product was purified by column chromatography on basic alumina eluting with 0.7-1.0% MeOH:DCM to afford 0... The reactants are C(#N)C1=CC=C(C=C1)C(CSC1=NC=C(N1)C(=O)OCC)=O (ethyl 2-[2-(4-cyanophenyl)-2-oxo-ethylthio]-3H-imidazole-4-carboxylate), [BH4-].[Na+] (Sodium borohydride). The solvent is CO (methanol). The product is C(#N)C1=CC=C(C=C1)C(CSC1=NC=C(N1)C(=O)OCC)O (ethyl 2-[2-(4-cyanophenyl)-2-hydroxy-1-ethylthio]-3H-imidazole-4-carboxylate). Reaction SMILES: [C:1]([C:3]1[CH:8]=[CH:7][C:6]([C:9](=[O:22])[CH2:10][S:11][C:12]2[NH:16][C:15]([C:17]([O:19][CH2:20][CH3:21])=[O:18])=[CH:14][N:13]=2)=[CH:5][CH:4]=1)#[N:2].[BH4-].[Na+]>CO>[C:1]([C:3]1[CH:8]=[CH:7][C:6]([CH:9]([OH:22])[CH2:10][S:11][C:12]2[NH:16][C:15]([C:17]([O:19][CH2:20][CH3:21])=[O:18])=[CH:14][N:13]=2)=[CH:5][CH:4]=1)#[N:2] |f:1.2|. Procedure details: The product from Step A (6.91 g, 21.9 mmol) was suspended in methanol (50 mL). Sodium borohydride (829 mg, 21.9 mmol) was added in portions at 0° C., and the suspension was stirred until it became homogeneous (1 hour). The reaction was quenched by the addition of saturated aqueous ammonium chloride until hydrogen evolution ceased. The resulting precipitate was filtered and washed with water (2×25 mL) to provide the title product as a white solid which was sufficiently pure for use in the next st...